This data is from the Open Reaction Database (ORD), a public repository of structured organic reaction records. The task is: describe an organic reaction: reactants, conditions, products, and yield Reactants: CCN(CC)C(=O)c1cc(Br)ccc1Oc1ccnc(Cl)c1, O=C([O-])[O-], C1CCOC1, [K+], [K+], O, c1ccc(P(c2ccccc2)(c2ccccc2)[Pd](P(c2ccccc2)(c2ccccc2)c2ccccc2)(P(c2ccccc2)(c2ccccc2)c2ccccc2)P(c2ccccc2)(c2ccccc2)c2ccccc2)cc1, OB(O)c1cncnc1. Product: CCN(CC)C(=O)c1cc(-c2cncnc2)ccc1Oc1ccnc(Cl)c1. RXN SMILES: [Br:1][c:2]1[cH:3][cH:4][c:5]([O:15][c:16]2[cH:17][c:18]([Cl:22])[n:19][cH:20][cH:21]2)[c:6]([C:7](=[O:8])[N:9]([CH2:10][CH3:11])[CH2:12][CH3:13])[cH:14]1.[C:32](=[O:33])([O-:34])[O-:35].[CH2:38]1[O:39][CH2:40][CH2:41][CH2:42]1.[K+:36].[K+:37].[OH2:43].[cH:44]1[cH:45][cH:46][c:47]([P:48]([Pd:49]([P:50]([c:51]2[cH:52][cH:53][cH:54][cH:55][cH:56]2)([c:57]2[cH:58][cH:59][cH:60][cH:61][cH:62]2)[c:63]2[cH:64][cH:65][cH:66][cH:67][cH:68]2)([P:69]([c:70]2[cH:71][cH:72][cH:73][cH:74][cH:75]2)([c:76]2[cH:77][cH:78][cH:79][cH:80][cH:81]2)[c:82]2[cH:83][cH:84][cH:85][cH:86][cH:87]2)[P:88]([c:89]2[cH:90][cH:91][cH:92][cH:93][cH:94]2)([c:95]2[cH:96][cH:97][cH:98][cH:99][cH:100]2)[c:101]2[cH:102][cH:103][cH:104][cH:105][cH:106]2)([c:107]2[cH:108][cH:109][cH:110][cH:111][cH:112]2)[c:113]2[cH:114][cH:115][cH:116][cH:117][cH:118]2)[cH:119][cH:120]1.[n:23]1[cH:24][n:25][cH:26][c:27]([B:29]([OH:30])[OH:31])[cH:28]1>>[c:2]1(-[c:27]2[cH:26][n:25][cH:24][n:23][cH:28]2)[cH:3][cH:4][c:5]([O:15][c:16]2[cH:17][c:18]([Cl:22])[n:19][cH:20][cH:21]2)[c:6]([C:7](=[O:8])[N:9]([CH2:10][CH3:11])[CH2:12][CH3:13])[cH:14]1. Procedure details: A suspension of 14.7 g of 3-amino-5-methyl-s-triazole and 26.8 g of ethyl acetylenedicarboxylate in 120 ml of ethanol was refluxed for three hours, the reaction mixture was allowed to stand at room temperature for one hour, and the formed crystals were collected by filtration. The filtrate was concentrated and the residue was recrystallized from dichloromethane, and the crystals were joined with those obtained above. Purification by silica gel chromatography gave 10.8 g of the objective compound... The yield is 32.4%. Reaction SMILES: [NH2:1][C:2]1[N:6]=[C:5]([CH3:7])[NH:4][N:3]=1.[C:8]([C:13]([O:15][CH2:16][CH3:17])=[O:14])#[C:9][C:10]([O-])=[O:11]>C(O)C>[CH2:16]([O:15][C:13]([C:8]1[CH:9]=[C:10]([OH:11])[N:6]2[C:5]([CH3:7])=[N:4][N:3]=[C:2]2[N:1]=1)=[O:14])[CH3:17]. Run at time 1 hour. Reactants: NC1=NNC(=N1)C (3-amino-5-methyl-s-triazole), C(#CC(=O)[O-])C(=O)OCC (ethyl acetylenedicarboxylate). The product is C(C)OC(=O)C1=NC=2N(C(=C1)O)C(=NN2)C (7-ethoxycarbonyl-5-hydroxy-3-methyl-s-triazolo[4,3-a]pyrimidine). Solvent: C(C)O (ethanol).